This data is from the Open Reaction Database (ORD), a public repository of structured organic reaction records. The task is: describe an organic reaction: reactants, conditions, products, and yield Reactants: Cc1ccccc1C(=O)O, C1=COC(c2ccccc2)OCC1. RXN SMILES: [CH3:1][c:2]1[c:3]([C:4](=[O:5])[OH:6])[cH:7][cH:8][cH:9][cH:10]1.[c:11]1([CH:17]2[O:18][CH:19]=[CH:20][CH2:21][CH2:22][O:23]2)[cH:12][cH:13][cH:14][cH:15][cH:16]1>>[c:11]1([CH:17]2[CH:20]([CH:19]=[O:18])[CH2:21][CH2:22][O:23]2)[cH:12][cH:13][cH:14][cH:15][cH:16]1. Yields the product O=CC1CCOC1c1ccccc1. Yields the product OC1=C(C=C(C(=O)O)C=C1)NC(=O)C1=CC2=CC=C(C=C2C=C1)C(=O)OC (4-hydroxy-3-(6-(methoxycarbonyl)-2-naphthamido)benzoic acid). Run at time 24 hour. Procedure: A solution of 3-amino-4-hydroxybenzoic acid (0.142 g, 0.927 mmol) and the acyl chloride prepared from acid 74 (in 84% yield) (0.259 g, 1.019 mmol) in DCM (5 ml) and pyridine (6 ml) was stirred at room temperature for under at for 24 h. The solvent was removed under reduced pressure. HCl (aq, 4 M, 6 ml) was added and the precipitate was filtered, washed with water (10 ml) and dried under vacuum. Trituration with methanol (15 ml) and acetone (10 ml) afforded 75 as an off-white solid (0.084 g, 0.23... Isolated yield 24.8%. Reaction SMILES: [NH2:1][C:2]1[CH:3]=[C:4]([CH:8]=[CH:9][C:10]=1[OH:11])[C:5]([OH:7])=[O:6].[CH3:12][O:13][C:14]([C:16]1[CH:17]=[C:18]2[C:23](=[CH:24][CH:25]=1)[CH:22]=[C:21]([C:26](O)=[O:27])[CH:20]=[CH:19]2)=[O:15]>C(Cl)Cl.N1C=CC=CC=1>[OH:11][C:10]1[CH:9]=[CH:8][C:4]([C:5]([OH:7])=[O:6])=[CH:3][C:2]=1[NH:1][C:26]([C:21]1[CH:20]=[CH:19][C:18]2[C:23](=[CH:24][CH:25]=[C:16]([C:14]([O:13][CH3:12])=[O:15])[CH:17]=2)[CH:22]=1)=[O:27]. Starting materials: NC=1C=C(C(=O)O)C=CC1O (3-amino-4-hydroxybenzoic acid), acyl chloride, COC(=O)C=1C=C2C=CC(=CC2=CC1)C(=O)O (6-(Methoxycarbonyl)-2-naphthoic acid). Run in C(Cl)Cl (DCM), N1=CC=CC=C1 (pyridine). Product: [N+](=O)([O-])C1=CC=C(OC2=CC=C(C=O)C=C2)C=C1 (4-(4-Nitrophenoxy)benzaldehyde). Reaction SMILES: [OH:1][C:2]1[CH:9]=[CH:8][C:5]([CH:6]=[O:7])=[CH:4][CH:3]=1.[H-].[Na+].F[C:13]1[CH:18]=[CH:17][C:16]([N+:19]([O-:21])=[O:20])=[CH:15][CH:14]=1.O>CN(C=O)C>[N+:19]([C:16]1[CH:17]=[CH:18][C:13]([O:1][C:2]2[CH:9]=[CH:8][C:5]([CH:6]=[O:7])=[CH:4][CH:3]=2)=[CH:14][CH:15]=1)([O-:21])=[O:20] |f:1.2|. Isolated yield 72.4%. Procedure details: A solution of 61 g (0.5 mole) of 4-hydroxybenzaldehyde in 20 mL of dry DMF was added to a suspension of 0.5 mole of sodium hydride (from 24 g of 50% sodium hydride washed free of oil with hexane) in 500 mL of DMF. When the sodium hydride had completely dissolved, a solution of 53 mL (0.55 mole) of 4-fluoronitrobenzene was added and the reaction mixture was heated to 70°-80° C. for 2 hr. The mixture was then poured into water, the solid collected and recrystallized from iso-propanol. The solid wa... Run in CN(C)C=O (DMF), CN(C)C=O (DMF). Reactants: OC1=CC=C(C=O)C=C1 (4-hydroxybenzaldehyde), [H-].[Na+] (sodium hydride), FC1=CC=C(C=C1)[N+](=O)[O-] (4-fluoronitrobenzene), O (water), [H-].[Na+] (sodium hydride). Reactants: C(c1cccc(c1[Br])[Cl])=O, CC1=CN=C(C=C1)N, [C-]#[N+]C1CCCCC1. Reagents/catalysts: O=C(O)C(F)(F)F (trifluoroacetic acid). Solvent: CC(C)O (isopropyl alcohol), CC(C)O (isopropylalcohol). The yield is 21.3%. Run at temperature 22 celsius, time 20 hour. As a reaction SMILES: CC1=CC=C(N)N=C1.[C-]#[N+]C1CCCCC1.ClC1=C(Br)C(C=O)=CC=C1>>CC1=CN2C(C=C1)=NC(=C2NC1CCCCC1)C1=CC=CC(Cl)=C1Br. The product is Cc1ccc2nc(c3cccc(c3[Br])[Cl])c(NC3CCCCC3)n2c1. The reactants are ClC1=CC=C(C=C1)C(O)(C1=CC=CC=C1)C1=CC=CC=C1 ((p-chlorophenyl)diphenyl carbinol), C(CC(=O)O)(=O)O (malonic acid). The solvent is C(C)O (ethanol). The product is ClC1=CC=C(C=C1)C(CC(=O)O)(C1=CC=CC=C1)C1=CC=CC=C1 (3-p-chlorophenyl-3,3-diphenylpropionic acid). As a reaction SMILES: [Cl:1][C:2]1[CH:7]=[CH:6][C:5]([C:8]([C:16]2[CH:21]=[CH:20][CH:19]=[CH:18][CH:17]=2)([C:10]2[CH:15]=[CH:14][CH:13]=[CH:12][CH:11]=2)O)=[CH:4][CH:3]=1.C(O)(=O)[CH2:23][C:24]([OH:26])=[O:25]>C(O)C>[Cl:1][C:2]1[CH:7]=[CH:6][C:5]([C:8]([C:16]2[CH:21]=[CH:20][CH:19]=[CH:18][CH:17]=2)([C:10]2[CH:15]=[CH:14][CH:13]=[CH:12][CH:11]=2)[CH2:23][C:24]([OH:26])=[O:25])=[CH:4][CH:3]=1. Reported procedure: A mixture of 2 parts of (p-chlorophenyl)diphenyl carbinol and 8 parts of malonic acid are heated at 170° for 31 hours. This mixture is cooled and then dissolved in hot ethanol, affording 3-p-chlorophenyl-3,3-diphenylpropionic acid. 1 Part of 3-(p-chlorophenyl)3,3-triphenylpropionic acid is then refluxed with 5 parts of thionyl chloride for 4 hours and the excess thionyl chloride is removed in vacuum to provide the crude 3-(p-chlorophenyl)3,3-diphenylpropionyl chloride. 9 Parts of this 3-(p-chlor... The reactants are E1, ClC=1C=C2N(C(N1)=O)CC(N2C)C (7-chloro-1,2-dimethyl-2,3-dihydroimidazo[1,2-c]pyrimidin-5(1H)-one), FC=1C=C(C=CC1F)CO ((3,4-dif-luorophenyl)methanol). The product is FC=1C=C(COC=2C=C3N(C(N2)=O)CC(N3C)C)C=CC1F (7-((3,4-difluorobenzyl)oxy)-1,2-dimethyl-2,3-dihydroimidazo[1,2-c]pyrimidin-5(1H)-one). As a reaction SMILES: Cl[C:2]1[CH:3]=[C:4]2[N:11]([CH3:12])[CH:10]([CH3:13])[CH2:9][N:5]2[C:6](=[O:8])[N:7]=1.[F:14][C:15]1[CH:16]=[C:17]([CH2:22][OH:23])[CH:18]=[CH:19][C:20]=1[F:21]>>[F:14][C:15]1[CH:16]=[C:17]([CH:18]=[CH:19][C:20]=1[F:21])[CH2:22][O:23][C:2]1[CH:3]=[C:4]2[N:11]([CH3:12])[CH:10]([CH3:13])[CH2:9][N:5]2[C:6](=[O:8])[N:7]=1. Reported procedure: The title compound was prepared by a procedure similar to that described for E1 starting from 7-chloro-1,2-dimethyl-2,3-dihydroimidazo[1,2-c]pyrimidin-5(1H)-one and (3,4-dif-luorophenyl)methanol. The reactants are CC(CO)(C(C(C)C)O)C (2,2,4-trimethylpentane-1,3-diol), C(C(C)C)(=O)O (isobutyric acid). Yields the product saturated ester, CC(CO)(CC(C)C)C (2,2,4-trimethyl-1-pentanol). RXN SMILES: [CH3:1][C:2]([CH3:10])([CH:5](O)[CH:6]([CH3:8])[CH3:7])[CH2:3][OH:4].C(O)(=O)C(C)C>>[CH3:1][C:2]([CH3:10])([CH2:5][CH:6]([CH3:8])[CH3:7])[CH2:3][OH:4]. Procedure details: Saturated trisubstituted alchols, such as 2,2,4-trimethyl-1-pentanol, have been produced for decades via several different proesses. In British Patent Specification 1,288,615, published Sept. 13, 1972 and issued to B. Yeomans, 2,2,4-trimethyl-1-pentanol is produced by a multi-step process that involves the esterification of 2,2,4-trimethylpentane-1,3-diol with isobutyric acid to produce 3-hydroxy-2,2,4-trimethylpentyl-1 isobutyrate, dehydration of the saturated hydroxyl ester to the unsaturated ...